Task: describe an organic reaction: reactants, conditions, products, and yield. Dataset: the Open Reaction Database (ORD), a public repository of structured organic reaction records Starting materials: [OH-].[Na+] (sodium hydroxide), C(=C)N1C2=CC=CC=C2C=2C=CC=CC12.C(C)(=O)OC=C (N-vinyl carbazole vinyl acetate), C(=C)N1C2=CC=CC=C2C=2C=CC=CC12 (N-vinyl carbazole). The solvent is O1CCCC1 (tetrahydrofuran). Reaction conditions: temperature 60 celsius, time 3 hour. Yields the product C(=C)N1C2=CC=CC=C2C=2C=CC=CC12.C(=C)O (N-Vinyl Carbazole Vinyl Alcohol). Isolated yield 90.0%. RXN SMILES: [CH:1]([N:3]1[C:15]2[CH:14]=[CH:13][CH:12]=[CH:11][C:10]=2[C:9]2[C:4]1=[CH:5][CH:6]=[CH:7][CH:8]=2)=[CH2:2].[C:16](OC=C)(=[O:18])[CH3:17].[OH-].[Na+].C(N1C2C=CC=CC=2C2C1=CC=CC=2)=C>O1CCCC1>[CH:1]([N:3]1[C:15]2[CH:14]=[CH:13][CH:12]=[CH:11][C:10]=2[C:9]2[C:4]1=[CH:5][CH:6]=[CH:7][CH:8]=2)=[CH2:2].[CH:16]([OH:18])=[CH2:17] |f:0.1,2.3,6.7|. Procedure details: Copoly(N-vinyl carbazole-vinyl acetate) (5.0 g) was dissolved in 100 ml of tetrahydrofuran and 25 ml of I N methanolic sodium hydroxide was added. The solution was stirred for 3 hours at 60° C and precipitated into 600 ml of methanol. The polymer was purified by two additional precipitations from tetrahydrofuran into methanol. The purified polymer was obtained in 90% yield and was found to contain 46.6 mole percent N-vinyl carbazole (calculated from nitrogen analysis). Reactants: [Cl-].[NH4+] (ammonium chloride), BrC1=CC=C(C=C1)C1=CN=CO1 (5-(4-bromo-phenyl)-oxazole), C([O-])([O-])=O.[Cs+].[Cs+] (cesium carbonate), OC=1C(=CC2=C(N=C(N2COCC[Si](C)(C)C)C2=NC=CC=C2)C1)C1N(CCC1)C(C)=O (1-(2-(6-hydroxy-2-pyridin-2-yl-3-(2-trimethylsilanyl-ethoxymethyl)-3H-benzimidazol-5-yl)pyrrolidin-1-yl)-ethanone). Reagents/catalysts: [Cu]=O (copper(II) oxide). Solvent: N1=CC=CC=C1 (pyridine). Reaction conditions: temperature 120 celsius, time 8 hour. Yields the product O1C=NC=C1C1=CC=C(OC=2C(=CC3=C(N=C(N3COCC[Si](C)(C)C)C3=NC=CC=C3)C2)C2N(CCC2)C(C)=O)C=C1 (1-(2-(6-(4-oxazol-5-yl-phenoxy)-2-pyridin-2-yl-3-(2-trimethylsilanyl-ethoxymethyl)-3H-benzimidazol-5-yl)-pyrrolidin-1-yl)-ethanone). RXN SMILES: Br[C:2]1[CH:7]=[CH:6][C:5]([C:8]2[O:12][CH:11]=[N:10][CH:9]=2)=[CH:4][CH:3]=1.C(=O)([O-])[O-].[Cs+].[Cs+].[OH:19][C:20]1[C:21]([CH:43]2[CH2:47][CH2:46][CH2:45][N:44]2[C:48](=[O:50])[CH3:49])=[CH:22][C:23]2[N:27]([CH2:28][O:29][CH2:30][CH2:31][Si:32]([CH3:35])([CH3:34])[CH3:33])[C:26]([C:36]3[CH:41]=[CH:40][CH:39]=[CH:38][N:37]=3)=[N:25][C:24]=2[CH:42]=1.[Cl-].[NH4+]>[Cu]=O.N1C=CC=CC=1>[O:12]1[C:8]([C:5]2[CH:6]=[CH:7][C:2]([O:19][C:20]3[C:21]([CH:43]4[CH2:47][CH2:46][CH2:45][N:44]4[C:48](=[O:50])[CH3:49])=[CH:22][C:23]4[N:27]([CH2:28][O:29][CH2:30][CH2:31][Si:32]([CH3:35])([CH3:34])[CH3:33])[C:26]([C:36]5[CH:41]=[CH:40][CH:39]=[CH:38][N:37]=5)=[N:25][C:24]=4[CH:42]=3)=[CH:3][CH:4]=2)=[CH:9][N:10]=[CH:11]1 |f:1.2.3,5.6|. Reported procedure: 30 mg of 5-(4-bromo-phenyl)-oxazole, 56 mg of cesium carbonate and 15 mg of copper(II) oxide were added to a pyridine (1 ml) solution of 29 mg of 1-(2-(6-hydroxy-2-pyridin-2-yl-3-(2-trimethylsilanyl-ethoxymethyl)-3H-benzimidazol-5-yl)pyrrolidin-1-yl)-ethanone, and the reaction liquid was stirred overnight in a sealed tube at 120° C. After cooled, aqueous saturated ammonium chloride solution and saturated saline were added in order to the reaction liquid, and this was extracted with ethyl acetate... Reactants: CCCC[N+](CCCC)(CCCC)CCCC, CN(CCCl)CCCl, Cl, Nc1c[nH]nc1C(=O)Nc1ccc(F)cc1, [I-], CN(C)C=O. Product: CN1CCN(c2c[nH]nc2C(=O)Nc2ccc(F)cc2)CC1. Reaction SMILES: [CH2:27]([N+:28]([CH2:29][CH2:30][CH2:31][CH3:32])([CH2:33][CH2:34][CH2:35][CH3:36])[CH2:37][CH2:38][CH2:39][CH3:40])[CH2:41][CH2:42][CH3:43].[Cl:2][CH2:3][CH2:4][N:5]([CH3:6])[CH2:7][CH2:8][Cl:9].[ClH:1].[F:10][c:11]1[cH:12][cH:13][c:14]([NH:17][C:18](=[O:19])[c:20]2[n:21][nH:22][cH:23][c:24]2[NH2:25])[cH:15][cH:16]1.[I-:26].[O:44]=[CH:45][N:46]([CH3:47])[CH3:48]>>[CH2:3]1[CH2:4][N:5]([CH3:6])[CH2:7][CH2:8][N:25]1[c:24]1[c:20]([C:18]([NH:17][c:14]2[cH:13][cH:12][c:11]([F:10])[cH:16][cH:15]2)=[O:19])[n:21][nH:22][cH:23]1. The reactants are [Al+3], CC(C)(C)Cl, Cc1ccc(-n2cccc2C#N)cc1, [Cl-], [Cl-], [Cl-], ClCCl. Yields the product Cc1ccc(-n2cc(C(C)(C)C)cc2C#N)cc1. Reaction SMILES: [Al+3:16].[C:19]([CH3:20])([CH3:21])([CH3:22])[Cl:23].[CH3:1][c:2]1[cH:3][cH:4][c:5](-[n:8]2[c:9]([C:13]#[N:14])[cH:10][cH:11][cH:12]2)[cH:6][cH:7]1.[Cl-:15].[Cl-:17].[Cl-:18].[Cl:24][CH2:25][Cl:26]>>[CH3:1][c:2]1[cH:3][cH:4][c:5](-[n:8]2[c:9]([C:13]#[N:14])[cH:10][c:11]([C:19]([CH3:20])([CH3:21])[CH3:22])[cH:12]2)[cH:6][cH:7]1. Starting materials: CCCCCCBr, C1CCOC1, [Li]CCCC, O, c1ccsc1. The product is CCCCCCc1cccs1. RXN SMILES: [Br:11][CH2:12][CH2:13][CH2:14][CH2:15][CH2:16][CH3:17].[CH2:19]1[O:20][CH2:21][CH2:22][CH2:23]1.[CH3:6][CH2:7][CH2:8][CH2:9][Li:10].[OH2:18].[cH:1]1[cH:2][cH:3][s:4][cH:5]1>>[cH:1]1[cH:2][c:3]([CH2:12][CH2:13][CH2:14][CH2:15][CH2:16][CH3:17])[s:4][cH:5]1.